This data is from the Open Reaction Database (ORD), a public repository of structured organic reaction records. The task is: describe an organic reaction: reactants, conditions, products, and yield Reactants: C(#C)C1=CC=C(C=C1)CCC(=O)OC (methyl 3-(4-ethynylphenyl)propanoate), IC1=C(C=CC=C1)O (2-iodophenol). Product: OC1=C(C=CC=C1)C#CC1=CC=C(C=C1)CCC(=O)OC (Methyl 3-(4-((2-hydroxyphenyl)ethynyl)phenyl)propanoate), white solid. The yield is 13.0%. Reaction SMILES: [C:1]([C:3]1[CH:8]=[CH:7][C:6]([CH2:9][CH2:10][C:11]([O:13][CH3:14])=[O:12])=[CH:5][CH:4]=1)#[CH:2].I[C:16]1[CH:21]=[CH:20][CH:19]=[CH:18][C:17]=1[OH:22]>>[OH:22][C:17]1[CH:18]=[CH:19][CH:20]=[CH:21][C:16]=1[C:2]#[C:1][C:3]1[CH:8]=[CH:7][C:6]([CH2:9][CH2:10][C:11]([O:13][CH3:14])=[O:12])=[CH:5][CH:4]=1. Reported procedure: The title compound was prepared from methyl 3-(4-ethynylphenyl)propanoate (102 mg, 0.53 mmol) and 2-iodophenol (130 mg, 0.58 mmol) according to the general procedure IF to give 19 mg (13%) of a white solid after purification by flash chromatography (SiO2, EtOAc:PE, 1:10). Rf=0.28 (EtOAc:PE, 1:5); 1H NMR (CDCl3): δ 7.79 (dt, J=8.3 Hz, 2.0 Hz, 2H), 7.56 (d, J=1.0 Hz, 1H), 7.50 (d, J=1.0 Hz, 1H), 7.29-7.21 (m, 3H), 6.98 (d, J=1.0 Hz, 1H), 3.68 (s, 3H), 2.99 (t, J=7.8 Hz, 2H), 2.60 (t, J=7.8 Hz, 2H)... Reactants: CCOC(=O)n1c2ccccc2c(=O)n1CCCCl, CC(C)=O, [I-], [K+], [K+], [K+], O=C([O-])[O-], CC(C)(C)OC(=O)Cn1c(S)nc2ccccc21. Product: CCOC(=O)n1c2ccccc2c(=O)n1CCCSc1nc2ccccc2n1CC(=O)OC(C)(C)C. RXN SMILES: [CH2:19]([CH3:20])[O:21][C:22](=[O:23])[n:24]1[n:25]([CH2:34][CH2:35][CH2:36][Cl:37])[c:26](=[O:33])[c:27]2[cH:28][cH:29][cH:30][cH:31][c:32]12.[CH3:46][C:47](=[O:48])[CH3:49].[I-:39].[K+:38].[K+:40].[K+:41].[O-:42][C:43]([O-:44])=[O:45].[SH:1][c:2]1[n:3][c:4]2[c:5]([n:6]1[CH2:7][C:8](=[O:9])[O:10][C:11]([CH3:12])([CH3:13])[CH3:14])[cH:15][cH:16][cH:17][cH:18]2>>[S:1]([c:2]1[n:3][c:4]2[c:5]([n:6]1[CH2:7][C:8](=[O:9])[O:10][C:11]([CH3:12])([CH3:13])[CH3:14])[cH:15][cH:16][cH:17][cH:18]2)[CH2:36][CH2:35][CH2:34][n:25]1[n:24]([C:22]([O:21][CH2:19][CH3:20])=[O:23])[c:32]2[c:27]([c:26]1=[O:33])[cH:28][cH:29][cH:30][cH:31]2.